From a dataset of the Open Reaction Database (ORD), a public repository of structured organic reaction records. describe an organic reaction: reactants, conditions, products, and yield Starting materials: Cl (hydrochloric acid), C(C)(C)(C)OC(=O)N1CCC(CC1)C(N(C)OC)=O (tert-butyl-4-[methoxy(methyl)-carbamoyl]-piperidine-1-carboxylate), O (water), [Br-] (bromide). Solvent: O1CCCC1 (tetrahydrofuran), C1CCOC1 (THF). Conditions: temperature 0 celsius, time 1 hour. The product is C(C)(C)(C)OC(=O)N1CCC(CC1)C(CCC=C)=O (tert-butyl-4-pent-4-enoylpiperidine-1-carboxylate). The yield is 176.4%. As a reaction SMILES: [C:1]([O:5][C:6]([N:8]1[CH2:13][CH2:12][CH:11]([C:14](=[O:19])N(OC)C)[CH2:10][CH2:9]1)=[O:7])([CH3:4])([CH3:3])[CH3:2].[Br-].O.Cl>O1CCCC1>[C:1]([O:5][C:6]([N:8]1[CH2:9][CH2:10][CH:11]([C:14](=[O:19])[CH2:12][CH2:11][CH:10]=[CH2:9])[CH2:12][CH2:13]1)=[O:7])([CH3:2])([CH3:3])[CH3:4]. Reported procedure: A solution of tert-butyl-4-[methoxy(methyl)-carbamoyl]-piperidine-1-carboxylate (5.04 g, 18.53 mmol), in tetrahydrofuran (50 mL) maintained under an atmosphere of nitrogen was cooled to 0° C. To this cold solution was added a THF solution of 4-butenylmagnesiun bromide (0.5 M in THF, 45 mL, 22.5 mmol) in a dropwise manner. The solution was stirred for 1 hour at 0° C. then allowed to warm to room temperature overnight. The resulting solution was poured into water, acidified to pH 3-4 with 1 N hydr... Starting materials: ClCCCCN(C(=O)N1C=NC(=C1)C1=CC=CC=C1)C (N-(4-chlorobutyl)-N-methyl-4-phenyl-1H-imidazole-1-carboxamide), [N-]=[N+]=[N-].C(CCC)[N+](CCCC)(CCCC)CCCC (tetra-n-butylammonium azide). The solvent is CC(=O)C (acetone). Product: N(=[N+]=[N-])CCCCN(C(=O)N1C=NC(=C1)C1=CC=CC=C1)C (N-(4-azidobutyl)-N-methyl-4-phenyl-1H-imidazole-1-carboxamide). As a reaction SMILES: Cl[CH2:2][CH2:3][CH2:4][CH2:5][N:6]([CH3:20])[C:7]([N:9]1[CH:13]=[C:12]([C:14]2[CH:19]=[CH:18][CH:17]=[CH:16][CH:15]=2)[N:11]=[CH:10]1)=[O:8].[N-:21]=[N+:22]=[N-:23].C([N+](CCCC)(CCCC)CCCC)CCC>CC(C)=O>[N:21]([CH2:2][CH2:3][CH2:4][CH2:5][N:6]([CH3:20])[C:7]([N:9]1[CH:13]=[C:12]([C:14]2[CH:19]=[CH:18][CH:17]=[CH:16][CH:15]=2)[N:11]=[CH:10]1)=[O:8])=[N+:22]=[N-:23] |f:1.2|. Reported procedure: Compound 47 (4.3) (1 mmol) was taken in anhydrous acetone (25 mL) and tetra-n-butylammonium azide (2 mmol) was added and the reaction was refluxed for 8 h. The reaction was cooled to RT and solvent was evaporated on Rotavapor to give a crude compound which on purification by Biotage SP1 provided pure N-(4-azidobutyl)-N-methyl-4-phenyl-1H-imidazole-1-carboxamide (48/4.4).